From a dataset of the Open Reaction Database (ORD), a public repository of structured organic reaction records. describe an organic reaction: reactants, conditions, products, and yield Reactants: O=C([O-])O, Cn1cc(-c2ccc(Cn3nc4c(=O)[nH]nc-4c4cccnc43)cn2)cn1, CNC1CCCCC1NC, CN(C)C=O, [Cu]I, Cc1cccc(I)c1C, [K+], [K+], [K+], [Na+], O=P([O-])([O-])[O-]. Product: Cc1cccc(-n2nc3c4cccnc4n(Cc4ccc(-c5cnn(C)c5)nc4)nc-3c2=O)c1C. RXN SMILES: [C:55](=[O:56])([OH:57])[O-:58].[CH3:1][n:2]1[n:3][cH:4][c:5](-[c:7]2[cH:8][cH:9][c:10]([CH2:13][n:14]3[n:15][c:16]4[c:26](=[O:27])[nH:25][n:24][c:17]-4[c:18]4[c:19]3[n:20][cH:21][cH:22][cH:23]4)[cH:11][n:12]2)[cH:6]1.[CH3:36][NH:37][CH:38]1[CH2:39][CH2:40][CH2:41][CH2:42][CH:43]1[NH:44][CH3:45].[CH3:60][N:61]([CH3:62])[CH:63]=[O:64].[Cu:65][I:66].[I:46][c:47]1[c:48]([CH3:54])[c:49]([CH3:53])[cH:50][cH:51][cH:52]1.[K+:33].[K+:34].[K+:35].[Na+:59].[P:28]([O-:29])([O-:30])([O-:31])=[O:32]>>[CH3:1][n:2]1[n:3][cH:4][c:5](-[c:7]2[cH:8][cH:9][c:10]([CH2:13][n:14]3[n:15][c:16]4[c:26](=[O:27])[n:25](-[c:47]5[c:48]([CH3:54])[c:49]([CH3:53])[cH:50][cH:51][cH:52]5)[n:24][c:17]-4[c:18]4[c:19]3[n:20][cH:21][cH:22][cH:23]4)[cH:11][n:12]2)[cH:6]1.